The task is: describe an organic reaction: reactants, conditions, products, and yield. This data is from the Open Reaction Database (ORD), a public repository of structured organic reaction records. Starting materials: P(=O)([O-])([O-])[O-].[K+].[K+].[K+] (potassium phosphate). Run in O (water). Yields the product P(=O)([O-])([O-])[O-] (Phosphate), P(O)(O)(O)=O (orthophosphoric acid), ( ±0.05 ). Isolated yield 60.0%. RXN SMILES: [P:1]([O-:5])([O-:4])([O-:3])=[O:2].[K+].[K+].[K+]>O>[P:1]([O-:5])([O-:4])([O-:3])=[O:2].[P:1](=[O:2])([OH:5])([OH:4])[OH:3] |f:0.1.2.3|. Procedure: 7 liters 0.05M Phosphate buffer (pH 4.0) was prepared by dissolving 47.8 g potassium phosphate in 6.75 liters of water, then adding portions of 60% orthophosphoric acid solution to obtain a pH of 4.0 (±0.05). The solution was made up to 7 liters with water and the pH adjusted as necessary with sodium hydroxide or phosphoric acid). Starting materials: C1CCOC1, CO, CCOC(C)=O, CCOC(=O)Cc1c2n(c3c(F)cccc13)CC(n1nnc(Cc3ccc(F)cc3)c1C)CC2, [Li+], [OH-], O. The product is Cc1c(Cc2ccc(F)cc2)nnn1C1CCc2c(CC(=O)O)c3cccc(F)c3n2C1. As a reaction SMILES: [CH2:37]1[O:38][CH2:39][CH2:40][CH2:41]1.[CH3:42][OH:43].[CH3:45][CH2:46][O:47][C:48]([CH3:49])=[O:50].[F:1][c:2]1[cH:3][cH:4][cH:5][c:6]2[c:7]([CH2:29][C:30](=[O:31])[O:32][CH2:33][CH3:34])[c:8]3[n:9]([c:10]12)[CH2:11][CH:12]([n:15]1[n:16][n:17][c:18]([CH2:21][c:22]2[cH:23][cH:24][c:25]([F:28])[cH:26][cH:27]2)[c:19]1[CH3:20])[CH2:13][CH2:14]3.[Li+:36].[OH-:35].[OH2:44]>>[F:1][c:2]1[cH:3][cH:4][cH:5][c:6]2[c:7]([CH2:29][C:30](=[O:31])[OH:32])[c:8]3[n:9]([c:10]12)[CH2:11][CH:12]([n:15]1[n:16][n:17][c:18]([CH2:21][c:22]2[cH:23][cH:24][c:25]([F:28])[cH:26][cH:27]2)[c:19]1[CH3:20])[CH2:13][CH2:14]3. The reactants are Cl, CC(C)CC(C)(N)C(=O)O, CN(C)C=O, C1COCCO1, O=Cc1ccc(-c2nc3ccn4c(O)nnc4c3cc2-c2ccccc2)cc1. Product: NCc1ccc(-c2nc3ccn4c(O)nnc4c3cc2-c2ccccc2)cc1. Reaction SMILES: [ClH:50].[NH2:29][C:30]([CH3:31])([CH2:32][CH:33]([CH3:34])[CH3:35])[C:36]([OH:37])=[O:38].[O:39]=[CH:40][N:41]([CH3:42])[CH3:43].[O:44]1[CH2:45][CH2:46][O:47][CH2:48][CH2:49]1.[OH:1][c:2]1[n:3][n:4][c:5]2[c:6]3[cH:7][c:8](-[c:23]4[cH:24][cH:25][cH:26][cH:27][cH:28]4)[c:9](-[c:15]4[cH:16][cH:17][c:18]([CH:19]=[O:20])[cH:21][cH:22]4)[n:10][c:11]3[cH:12][cH:13][n:14]12>>[OH:1][c:2]1[n:3][n:4][c:5]2[c:6]3[cH:7][c:8](-[c:23]4[cH:24][cH:25][cH:26][cH:27][cH:28]4)[c:9](-[c:15]4[cH:16][cH:17][c:18]([CH2:19][NH2:29])[cH:21][cH:22]4)[n:10][c:11]3[cH:12][cH:13][n:14]12.